Dataset: the Open Reaction Database (ORD), a public repository of structured organic reaction records. Task: describe an organic reaction: reactants, conditions, products, and yield Starting materials: CC(=O)[O-], CC(=O)[O-], CCC(CC)(c1ccc(C#CC2(O[Si](C)(C)C)CCCCC2)c(C)c1)c1ccc(B2OC(C)(C)C(C)(C)O2)c(C)c1, COC(=O)Cc1ccc(Cl)cc1F, Cc1ccccc1, COc1cccc(OC)c1-c1ccccc1P(C1CCCCC1)C1CCCCC1, [K+], [K+], [K+], O, O=P([O-])([O-])[O-], [Pd+2]. Yields the product CCC(CC)(c1ccc(C#CC2(O[Si](C)(C)C)CCCCC2)c(C)c1)c1ccc(-c2ccc(CC(=O)OC)c(F)c2)c(C)c1. As a reaction SMILES: [C:100]([O-:101])(=[O:102])[CH3:103].[C:105]([O-:106])(=[O:107])[CH3:108].[CH2:51]([CH3:52])[C:53]([CH2:54][CH3:55])([c:56]1[cH:57][c:58]([CH3:75])[c:59]([C:62]#[C:63][C:64]2([O:70][Si:71]([CH3:72])([CH3:73])[CH3:74])[CH2:65][CH2:66][CH2:67][CH2:68][CH2:69]2)[cH:60][cH:61]1)[c:76]1[cH:77][c:78]([CH3:91])[c:79]([B:82]2[O:83][C:84]([CH3:85])([CH3:86])[C:87]([CH3:88])([CH3:89])[O:90]2)[cH:80][cH:81]1.[CH3:38][O:39][C:40]([CH2:41][c:42]1[c:43]([F:49])[cH:44][c:45]([Cl:48])[cH:46][cH:47]1)=[O:50].[CH3:93][c:94]1[cH:95][cH:96][cH:97][cH:98][cH:99]1.[CH:1]1([P:2]([CH:3]2[CH2:4][CH2:5][CH2:6][CH2:7][CH2:8]2)[c:9]2[cH:10][cH:11][cH:12][cH:13][c:14]2-[c:15]2[c:16]([O:17][CH3:18])[cH:19][cH:20][cH:21][c:22]2[O:23][CH3:24])[CH2:25][CH2:26][CH2:27][CH2:28][CH2:29]1.[K+:35].[K+:36].[K+:37].[OH2:92].[P:30]([O-:31])([O-:32])([O-:33])=[O:34].[Pd+2:104]>>[CH3:38][O:39][C:40]([CH2:41][c:42]1[c:43]([F:49])[cH:44][c:45](-[c:79]2[c:78]([CH3:91])[cH:77][c:76]([C:53]([CH2:51][CH3:52])([CH2:54][CH3:55])[c:56]3[cH:57][c:58]([CH3:75])[c:59]([C:62]#[C:63][C:64]4([O:70][Si:71]([CH3:72])([CH3:73])[CH3:74])[CH2:65][CH2:66][CH2:67][CH2:68][CH2:69]4)[cH:60][cH:61]3)[cH:81][cH:80]2)[cH:46][cH:47]1)=[O:50]. Starting materials: Cc1ccccc1, NC(=O)C1CC1(Cl)Cl, CCC(=O)C(=O)O. Yields the product CC=C(NC(=O)C1CC1(Cl)Cl)C(=O)O. Reaction SMILES: [CH3:16][c:17]1[cH:18][cH:19][cH:20][cH:21][cH:22]1.[Cl:8][C:9]1([Cl:15])[CH:10]([C:12](=[O:13])[NH2:14])[CH2:11]1.[O:1]=[C:2]([C:3](=[O:4])[OH:5])[CH2:6][CH3:7]>>[C:2]([C:3](=[O:4])[OH:5])(=[CH:6][CH3:7])[NH:14][C:12]([CH:10]1[C:9]([Cl:8])([Cl:15])[CH2:11]1)=[O:13]. Reactants: O=[N+]([O-])c1ccc(F)cc1Br, CCB(O)O, CCOC(C)=O, [K+], [K+], N#N, O=C([O-])[O-], C1COCCO1, O. The product is CCc1cc(F)ccc1[N+](=O)[O-]. Reaction SMILES: [Br:1][c:2]1[c:3]([N+:9](=[O:10])[O-:11])[cH:4][cH:5][c:6]([F:8])[cH:7]1.[CH2:12]([CH3:13])[B:14]([OH:15])[OH:16].[CH3:32][CH2:33][O:34][C:35]([CH3:36])=[O:37].[K+:17].[K+:18].[N:23]#[N:24].[O-:19][C:20]([O-:21])=[O:22].[O:25]1[CH2:26][CH2:27][O:28][CH2:29][CH2:30]1.[OH2:31]>>[c:2]1([CH2:12][CH3:13])[c:3]([N+:9](=[O:10])[O-:11])[cH:4][cH:5][c:6]([F:8])[cH:7]1. Starting materials: BrCC(=O)C=1C(=NN(C1)CC1=CC=C(C=C1)OC)C (2-bromo-1-(1-(4-methoxybenzyl)-3-methyl-1H-pyrazol-4-yl)ethanone), [S-]C#N.[K+] (potassium thiocyanate). Run in CCOC(=O)C (EtOAc), CC(=O)C (acetone). Reaction conditions: time 8 hour. Yields the product COC1=CC=C(CN2N=C(C(=C2)C(CSC#N)=O)C)C=C1 (1-(1-(4-methoxybenzyl)-3-methyl-1H-pyrazol-4-yl)-2-thiocyanatoethanone). The yield is 70.8%. RXN SMILES: Br[CH2:2][C:3]([C:5]1[C:6]([CH3:19])=[N:7][N:8]([CH2:10][C:11]2[CH:16]=[CH:15][C:14]([O:17][CH3:18])=[CH:13][CH:12]=2)[CH:9]=1)=[O:4].[S-:20][C:21]#[N:22].[K+]>CC(C)=O.CCOC(C)=O>[CH3:18][O:17][C:14]1[CH:15]=[CH:16][C:11]([CH2:10][N:8]2[CH:9]=[C:5]([C:3](=[O:4])[CH2:2][S:20][C:21]#[N:22])[C:6]([CH3:19])=[N:7]2)=[CH:12][CH:13]=1 |f:1.2|. Procedure details: According to Scheme 2, Step 3: To a solution of 2-bromo-1-(1-(4-methoxybenzyl)-3-methyl-1H-pyrazol-4-yl)ethanone (9.28 mmol, 3.00 g) in acetone (19 mL) was added potassium thiocyanate (9.28 mmol, 0.90 g) and the reaction mixture was stirred overnight at room temperature. Then, the reaction mixture was diluted with EtOAc and the organic phase was washed with water. The organic phase was dried over MgSO4, was filtered and was concentrated. The crude residue was purified by flash chromatography ove... Run at time 8 hour. The reactants are C(C)(C)(C)OC(=O)NCCNC(=O)C=1C=C2C=C(NC2=CC1)C(=O)O (5-(2-tert-Butoxycarbonylamino-ethylcarbamoyl)-1H-indole-2-carboxylic acid), CCN(C(C)C)C(C)C (DIEA), FC(C(=O)OC1=C(C(=C(C(=C1F)F)F)F)F)(F)F (pentafluorophenyl trifluoroacetate). Procedure: To a solution of compound 32 (0.154 g, 0.44 μmol) in DMF (5 mL) in the presence of DIEA (93 ml, 0.53 mmol) was added dropwise pentafluorophenyl trifluoroacetate (92 μl, 0.53 mmol) at 0° C. The resulting reaction mixture was stirred at room temperature overnight. HPLC showed that the reaction was completed. The solvent was then evaporated to dryness, and the residue was carefully washed with ether to give compound 33 in quantitative yield. As a reaction SMILES: [C:1]([O:5][C:6]([NH:8][CH2:9][CH2:10][NH:11][C:12]([C:14]1[CH:15]=[C:16]2[C:20](=[CH:21][CH:22]=1)[NH:19][C:18]([C:23]([OH:25])=[O:24])=[CH:17]2)=[O:13])=[O:7])([CH3:4])([CH3:3])[CH3:2].CCN(C(C)C)C(C)C.FC(F)(F)C(O[C:40]1[C:45]([F:46])=[C:44]([F:47])[C:43]([F:48])=[C:42]([F:49])[C:41]=1[F:50])=O>CN(C=O)C>[F:46][C:45]1[C:40]([O:24][C:23]([C:18]2[NH:19][C:20]3[C:16]([CH:17]=2)=[CH:15][C:14]([C:12](=[O:13])[NH:11][CH2:10][CH2:9][NH:8][C:6]([O:5][C:1]([CH3:4])([CH3:2])[CH3:3])=[O:7])=[CH:22][CH:21]=3)=[O:25])=[C:41]([F:50])[C:42]([F:49])=[C:43]([F:48])[C:44]=1[F:47]. Yields the product FC1=C(C(=C(C(=C1OC(=O)C=1NC2=CC=C(C=C2C1)C(NCCNC(=O)OC(C)(C)C)=O)F)F)F)F (5-(2-tert-Butoxycarbonylamino-ethylcarbamoyl)-1H-indole-2-carboxylic acid pentafluorophenyl ester). The solvent is CN(C)C=O (DMF). Starting materials: C(C1=CC=CC=C1)OC1=CC(=NC2=C(C(=CC=C12)OC)C)Cl (4-benzyloxy-2-chloro-7-methoxy-8-methylquinoline), CC1=NNC(=C1)C (3,5-dimethylpyrazole), OC1=CC(=NC2=C(C(=CC=C12)OC)C)N1N=C(C=C1)C(C)C (4-hydroxy-2-(3-isopropylpyrazol-1-yl)-7-methoxy-8-methyl-quinoline). Yields the product OC1=CC(=NC2=C(C(=CC=C12)OC)C)N1N=C(C=C1C)C (4-hydroxy-2-(3,5-dimethylpyrazol-1-yl)-7-methoxy-8-methylquinoline). Reaction SMILES: C([O:8][C:9]1[C:18]2[C:13](=[C:14]([CH3:21])[C:15]([O:19][CH3:20])=[CH:16][CH:17]=2)[N:12]=[C:11](Cl)[CH:10]=1)C1C=CC=CC=1.[CH3:23][C:24]1[CH:28]=[C:27]([CH3:29])[NH:26][N:25]=1.OC1C2C(=C(C)C(OC)=CC=2)N=C(N2C=CC(C(C)C)=N2)C=1>>[OH:8][C:9]1[C:18]2[C:13](=[C:14]([CH3:21])[C:15]([O:19][CH3:20])=[CH:16][CH:17]=2)[N:12]=[C:11]([N:25]2[C:24]([CH3:23])=[CH:28][C:27]([CH3:29])=[N:26]2)[CH:10]=1. Procedure: The title compound was prepared from 4-benzyloxy-2-chloro-7-methoxy-8-methyl-quinoline (63) and 3,5-dimethylpyrazole following the procedure reported for the preparation of 4-hydroxy-2-(3-isopropylpyrazol-1-yl)-7-methoxy-8-methylquinoline (64): m/z=284 (M+H)+. Starting materials: COc1cc2c(cc1[N+](=O)[O-])N(C(=O)CN1CCOCC1)CC2, CCO, Cl, O, O, Cl[Sn]Cl. Product: COc1cc2c(cc1N)N(C(=O)CN1CCOCC1)CC2. Reaction SMILES: [CH3:1][O:2][c:3]1[cH:4][c:5]2[c:9]([cH:10][c:11]1[N+:12]([O-:13])=[O:14])[N:8]([C:15]([CH2:16][N:17]1[CH2:18][CH2:19][O:20][CH2:21][CH2:22]1)=[O:23])[CH2:7][CH2:6]2.[CH3:30][CH2:31][OH:32].[ClH:29].[OH2:24].[OH2:25].[Sn:26]([Cl:27])[Cl:28]>>[CH3:1][O:2][c:3]1[cH:4][c:5]2[c:9]([cH:10][c:11]1[NH2:12])[N:8]([C:15]([CH2:16][N:17]1[CH2:18][CH2:19][O:20][CH2:21][CH2:22]1)=[O:23])[CH2:7][CH2:6]2.